Dataset: the Open Reaction Database (ORD), a public repository of structured organic reaction records. Task: describe an organic reaction: reactants, conditions, products, and yield Reaction SMILES: FC1C=C([N+]([O-])=O)C(OC)=CC=1CO.[F:15][C:16]1[C:24]([O:25][CH3:26])=[C:23]([N+:27]([O-:29])=[O:28])[CH:22]=[CH:21][C:17]=1[C:18](O)=[O:19]>>[F:15][C:16]1[C:24]([O:25][CH3:26])=[C:23]([N+:27]([O-:29])=[O:28])[CH:22]=[CH:21][C:17]=1[CH2:18][OH:19]. The product is FC1=C(C=CC(=C1OC)[N+](=O)[O-])CO ((2-fluoro-3-methoxy-4-nitrophenyl)methanol). Procedure: The title compound was prepared using the procedure from Compound 130D ((2-fluoro-5-methoxy-4-nitrophenyl)methanol) with 2-fluoro-3-methoxy-4-nitrobenzoic acid (Compound 147E). 1H NMR (CDCl3, 400 MHz): δ=4.08 (d, J=1.77 Hz, 3 H), 4.85 (s, 2 H), 7.29-7.35 (m, 1 H), 7.64 (dd, J=8.46, 1.89 Hz, 1 H). Reactants: FC1=C(C=C(C(=C1)[N+](=O)[O-])OC)CO ((2-fluoro-5-methoxy-4-nitrophenyl)methanol), FC1=C(C(=O)O)C=CC(=C1OC)[N+](=O)[O-] (2-fluoro-3-methoxy-4-nitrobenzoic acid), FC1=C(C(=O)O)C=CC(=C1OC)[N+](=O)[O-] (2-fluoro-3-methoxy-4-nitrobenzoic acid). The reactants are FC(C)(F)C1=CC=C(O1)CN1N=C(C=C1)N (1-[5-(1,1-difluoro-ethyl)-furan-2-ylmethyl]-1H-pyrazol-3-ylamine), ClC=1C=C(C=CC1)/C=C/C(=O)O ((E)-3-(3-chloro-phenyl)-acrylic acid), 05b. Product: ClC=1C=C(C=CC1)/C=C/C(=O)NC1=NN(C=C1)CC=1OC(=CC1)C(C)(F)F ((E)-3-(3-Chloro-phenyl)-N-{1-[5-(1,1-difluoro-ethyl)-furan-2-ylmethyl]-1H-pyrazol-3-yl}-acrylamide). Reaction SMILES: [F:1][C:2]([C:5]1[O:9][C:8]([CH2:10][N:11]2[CH:15]=[CH:14][C:13]([NH2:16])=[N:12]2)=[CH:7][CH:6]=1)([F:4])[CH3:3].[Cl:17][C:18]1[CH:19]=[C:20](/[CH:24]=[CH:25]/[C:26](O)=[O:27])[CH:21]=[CH:22][CH:23]=1>>[Cl:17][C:18]1[CH:19]=[C:20](/[CH:24]=[CH:25]/[C:26]([NH:16][C:13]2[CH:14]=[CH:15][N:11]([CH2:10][C:8]3[O:9][C:5]([C:2]([F:1])([F:4])[CH3:3])=[CH:6][CH:7]=3)[N:12]=2)=[O:27])[CH:21]=[CH:22][CH:23]=1. Procedure: Following general procedure B, starting from 1-[5-(1,1-difluoro-ethyl)-furan-2-ylmethyl]-1H-pyrazol-3-ylamine and (E)-3-(3-chloro-phenyl)-acrylic acid. LC-MS-conditions 05b: tR=1.14 min; [M+H]+=392.14. Starting materials: CC(Cl)c1cccnc1, O=C1CNCCN1c1ccc(OC(F)(F)F)cc1. Reagents/catalysts: O=C([O-])[O-].[Cs+].[Cs+] (cesium carbonate), [I-].[K+] (potassium iodide). The solvent is CN(C)C=O (DMF), CN(C)C=O (dmf), CN(C)C=O (DMF). Run at temperature 70 celsius, time 16 hour. The product is CC(c1cccnc1)N1CCN(c2ccc(OC(F)(F)F)cc2)C(=O)C1. The reactants are O=C1CCC(=O)N1Br, CC(=O)OC1COC(n2cnc3c(F)c(Cl)c(Cl)cc32)C(OC(C)=O)C1OC(C)=O, C1CCOC1. Yields the product CC(=O)OC1COC(n2c(Br)nc3c(F)c(Cl)c(Cl)cc32)C(OC(C)=O)C1OC(C)=O. RXN SMILES: [Br:31][N:32]1[C:33](=[O:34])[CH2:35][CH2:36][C:37]1=[O:38].[Cl:1][c:2]1[c:3]([F:30])[c:4]2[c:5]([n:6]([CH:9]3[CH:10]([O:11][C:12]([CH3:13])=[O:14])[CH:15]([O:16][C:17]([CH3:18])=[O:19])[CH:20]([O:21][C:22]([CH3:23])=[O:24])[CH2:25][O:26]3)[cH:7][n:8]2)[cH:27][c:28]1[Cl:29].[O:39]1[CH2:40][CH2:41][CH2:42][CH2:43]1>>[Cl:1][c:2]1[c:3]([F:30])[c:4]2[c:5]([n:6]([CH:9]3[CH:10]([O:11][C:12]([CH3:13])=[O:14])[CH:15]([O:16][C:17]([CH3:18])=[O:19])[CH:20]([O:21][C:22]([CH3:23])=[O:24])[CH2:25][O:26]3)[c:7]([Br:31])[n:8]2)[cH:27][c:28]1[Cl:29].